This data is from the Open Reaction Database (ORD), a public repository of structured organic reaction records. The task is: describe an organic reaction: reactants, conditions, products, and yield The reactants are ClC1=CC=C(C=C1)C1(CCC1)C1=NCCC2=CC=C(C=C12)OCCCS(=O)(=O)Cl (3-({1-[1-(4-chlorophenyl)cyclobutyl]-3,4-dihydroisoquinolin-7-yl}oxy)propane-1-sulfonyl chloride), N1CCOCC1 (morpholine). Product: Cl.ClC1=CC=C(C=C1)C1(CCC1)C1NCCC2=CC=C(C=C12)OCCCS(=O)(=O)N1CCOCC1 (1-[1-(4-Chlorophenyl)cyclobutyl]-7-[3-(morpholin-4-ylsulfonyl)propoxy]-1,2,3,4-tetrahydroisoquinoline hydrochloride). Reaction SMILES: [Cl:1][C:2]1[CH:7]=[CH:6][C:5]([C:8]2([C:12]3[C:21]4[C:16](=[CH:17][CH:18]=[C:19]([O:22][CH2:23][CH2:24][CH2:25][S:26](Cl)(=[O:28])=[O:27])[CH:20]=4)[CH2:15][CH2:14][N:13]=3)[CH2:11][CH2:10][CH2:9]2)=[CH:4][CH:3]=1.[NH:30]1[CH2:35][CH2:34][O:33][CH2:32][CH2:31]1>>[ClH:1].[Cl:1][C:2]1[CH:7]=[CH:6][C:5]([C:8]2([CH:12]3[C:21]4[C:16](=[CH:17][CH:18]=[C:19]([O:22][CH2:23][CH2:24][CH2:25][S:26]([N:30]5[CH2:35][CH2:34][O:33][CH2:32][CH2:31]5)(=[O:28])=[O:27])[CH:20]=4)[CH2:15][CH2:14][NH:13]3)[CH2:11][CH2:10][CH2:9]2)=[CH:4][CH:3]=1 |f:2.3|. Procedure: The compound was prepared analogously to example 82 from 3-({1-[1-(4-chlorophenyl)cyclobutyl]-3,4-dihydroisoquinolin-7-yl}oxy)propane-1-sulfonyl chloride using morpholine in place of 1-propylamine. Procedure: 10 g of (+) Methyl (2-chlorophenyl)-(6,7-dihydro-4H-thieno[3,2-c]pyrid-5-yl)acetate prepared according to Example 22, was dissolved in 100 mL of ice-cold acetone and 2 mL concentrated sulfuric acid was added at 0° C. to 5° C. The crystalline white to off white product formed was isolated by filtration and washed with 20 mL of acetone. The product obtained was dried in vacuum oven at 50° C. The yield of titled product was 7.2 g (56%). RXN SMILES: [Cl:1][C:2]1[CH:7]=[CH:6][CH:5]=[CH:4][C:3]=1[CH:8]([N:13]1[CH2:18][CH2:17][C:16]2[S:19][CH:20]=[CH:21][C:15]=2[CH2:14]1)[C:9]([O:11][CH3:12])=[O:10].[S:22](=[O:26])(=[O:25])([OH:24])[OH:23]>>[S:22]([OH:26])([OH:25])(=[O:24])=[O:23].[Cl:1][C:2]1[CH:7]=[CH:6][CH:5]=[CH:4][C:3]=1[CH:8]([N:13]1[CH2:18][CH2:17][C:16]2[S:19][CH:20]=[CH:21][C:15]=2[CH2:14]1)[C:9]([O:11][CH3:12])=[O:10] |f:2.3|. The solvent is ice. Product: S(=O)(=O)(O)O.ClC1=C(C=CC=C1)C(C(=O)OC)N1CC2=C(CC1)SC=C2 ((±)-Methyl (2-chlorophenyl)-(6,7-dihydro-4H-thieno[3,2-c]pyrid-5-yl)acetate hydrogen sulfate salt). The reactants are ClC1=C(C=CC=C1)C(C(=O)OC)N1CC2=C(CC1)SC=C2 ((+) Methyl (2-chlorophenyl)-(6,7-dihydro-4H-thieno[3,2-c]pyrid-5-yl)acetate), S(O)(O)(=O)=O (sulfuric acid).